From a dataset of the Open Reaction Database (ORD), a public repository of structured organic reaction records. describe an organic reaction: reactants, conditions, products, and yield Starting materials: Cc1nccc(C(=O)O)c1[N+](=O)[O-], [NH4+], [OH-], O=S(Cl)Cl. Product: Cc1nccc(C(N)=O)c1[N+](=O)[O-]. As a reaction SMILES: [CH3:1][c:2]1[c:3]([N+:11](=[O:12])[O-:13])[c:4]([C:5](=[O:6])[OH:7])[cH:8][cH:9][n:10]1.[NH4+:15].[OH-:14].[S:16]([Cl:17])([Cl:18])=[O:19]>>[CH3:1][c:2]1[c:3]([N+:11](=[O:12])[O-:13])[c:4]([C:5](=[O:6])[NH2:15])[cH:8][cH:9][n:10]1. The product is CCCCc1noc(C=O)c1COc1cc(C(=O)OC)n(C)n1. Reactants: CC(=O)[O-], CC(=O)[O-], CC(=O)[O-], CC(=O)[O-], CCCCc1noc(C(O)C(O)c2ccccc2)c1COc1cc(C(=O)OC)n(C)n1, [Pb+4], c1ccccc1. RXN SMILES: [C:32]([O-:33])(=[O:34])[CH3:35].[C:36]([O-:37])(=[O:38])[CH3:39].[C:40]([O-:41])(=[O:42])[CH3:43].[C:44]([O-:45])(=[O:46])[CH3:47].[CH3:1][O:2][C:3](=[O:4])[c:5]1[n:6]([CH3:31])[n:7][c:8]([O:10][CH2:11][c:12]2[c:13]([CH2:27][CH2:28][CH2:29][CH3:30])[n:14][o:15][c:16]2[CH:17]([CH:18]([OH:19])[c:20]2[cH:21][cH:22][cH:23][cH:24][cH:25]2)[OH:26])[cH:9]1.[Pb+4:48].[cH:49]1[cH:50][cH:51][cH:52][cH:53][cH:54]1>>[CH3:1][O:2][C:3](=[O:4])[c:5]1[n:6]([CH3:31])[n:7][c:8]([O:10][CH2:11][c:12]2[c:13]([CH2:27][CH2:28][CH2:29][CH3:30])[n:14][o:15][c:16]2[CH:17]=[O:26])[cH:9]1. The reactants are NC1=NC(=C2N=CN(C2=N1)C1C(C(C(C1)O)CO)=C)I (3-(2-Amino-6-iodo-9H-purin-9-yl)-5-hydroxy-2-methylenecyclopentanemethanol), [OH-].[Na+] (sodium hydroxide), Cl (HCl). Reaction conditions: temperature 70 celsius. Yields the product OC1C(C(C(C1)N1C=2N=CNC(C2N=C1)=O)=C)CO (1,9-Dihydro-9-[4-hydroxy-3-(hydroxymethyl)-2-methylenecyclopentyl]-6H-purin-6-one). Isolated yield 60.0%. As a reaction SMILES: N[C:2]1[N:10]=[C:9]2[C:5]([N:6]=[CH:7][N:8]2[CH:11]2[CH2:15][CH:14]([OH:16])[CH:13]([CH2:17][OH:18])[C:12]2=[CH2:19])=[C:4](I)[N:3]=1.Cl.[OH-:22].[Na+]>>[OH:16][CH:14]1[CH2:15][CH:11]([N:8]2[CH:7]=[N:6][C:5]3[C:4](=[O:22])[NH:3][CH:2]=[N:10][C:9]2=3)[C:12](=[CH2:19])[CH:13]1[CH2:17][OH:18] |f:2.3|. Procedure: A mixture of 39 (0.5 g, 1.29 mmol) in sodium hydroxide (2 N, 10 mL) was heated at 70° C. under an atmosphere of argon for 1 hour to complete the reaction. The reaction mixture was cooled to 0° C. and neutralized slowly by addition of 3 N HCl. Decolorizing carbon (0.5 g) was added. This mixture was heated at ˜90° C. for 1 hour. The hot mixture was filtered through a bed of diatomaceous earth (Celite®). The resulting clear filtrate was cooled and seeded with 21 to effect crystallization. The produ... Starting materials: N1(CCOCC1)C1=NC=CC(=N1)N (2-Morpholin-4-yl-pyrimidin-4-ylamine), C=1C=CC(=CC1)P(C=2C=CC=CC2)C3=CC=C4C=CC=CC4=C3C5=C6C=CC=CC6=CC=C5P(C=7C=CC=CC7)C=8C=CC=CC8 (BINAP), CS2 CO3, COC(C(=O)C1=CC=C(C2=CC=CC=C12)Br)=O ((4-Bromo-naphthalen-1-yl)-oxo-acetic acid methyl ester). Solvent: C1(=CC=CC=C1)C (toluene), CC(=O)[O-].CC(=O)[O-].[Pd+2] (Pd(OAc)2). Run at temperature 100 celsius, time 24 hour. Product: COC(C(=O)C1=CC=C(C2=CC=CC=C12)NC1=NC(=NC=C1)N1CCOCC1)=O ([4-(2-Morpholin-4-yl-pyrimidin-4-ylamino)-naphthalen-1-yl]-oxo-acetic acid methyl ester). As a reaction SMILES: [N:1]1([C:7]2[N:12]=[C:11]([NH2:13])[CH:10]=[CH:9][N:8]=2)[CH2:6][CH2:5][O:4][CH2:3][CH2:2]1.[CH3:14][O:15][C:16](=[O:30])[C:17]([C:19]1[C:28]2[C:23](=[CH:24][CH:25]=[CH:26][CH:27]=2)[C:22](Br)=[CH:21][CH:20]=1)=[O:18].C1C=CC(P(C2C(C3C(P(C4C=CC=CC=4)C4C=CC=CC=4)=CC=C4C=3C=CC=C4)=C3C(C=CC=C3)=CC=2)C2C=CC=CC=2)=CC=1>C1(C)C=CC=CC=1.CC([O-])=O.CC([O-])=O.[Pd+2]>[CH3:14][O:15][C:16](=[O:30])[C:17]([C:19]1[C:28]2[C:23](=[CH:24][CH:25]=[CH:26][CH:27]=2)[C:22]([NH:13][C:11]2[CH:10]=[CH:9][N:8]=[C:7]([N:1]3[CH2:6][CH2:5][O:4][CH2:3][CH2:2]3)[N:12]=2)=[CH:21][CH:20]=1)=[O:18] |f:4.5.6|. Procedure details: 2-Morpholin-4-yl-pyrimidin-4-ylamine (140 mg, 0.77 mmol) and (4-bromo-naphthalen-1-yl)-oxo-acetic acid methyl ester (18) (228 mg, 0.77 mmol) were suspended in 5 mL toluene and Pd(OAc)2 (5 mg, 3 mol %), BINAP (24 mg, 5 mol5) and CS2 CO3 (753 mg, 2031 mmol) were added. The reaction mixture was stirred at 100° C. for 24 hrs. The cooled mixture was purified by column chromatography (0-100% EtOAc/Hex) to yield 169 mg of target product. Starting materials: CC(=O)Nc1cc(C)ccn1, ClCCl, Cl, [Na+], [Na+], O, O=P([O-])([O-])O. Product: CC(=O)Nc1cc(C)c(Cl)cn1. Reaction SMILES: [C:1]([CH3:2])(=[O:3])[NH:4][c:5]1[n:6][cH:7][cH:8][c:9]([CH3:11])[cH:10]1.[Cl:19][CH2:20][Cl:21].[Cl:22].[Na+:12].[Na+:13].[OH2:23].[OH:14][P:15](=[O:16])([O-:17])[O-:18]>>[C:1]([CH3:2])(=[O:3])[NH:4][c:5]1[n:6][cH:7][c:8]([Cl:19])[c:9]([CH3:11])[cH:10]1. Reactants: ClC=1C=C(OC2CCN(CC2)C[C@@H](CN2C(C3=CC=CC=C3C2=O)=O)O)C=CC1Cl ((S)-2-[3-[4-(3,4-Dichlorophenoxy)-1-piperidinyl]-2-hydroxypropyl]-1H-isoindole-1,3(2H)-dione), O.NN (hydrazine monohydrate). The solvent is C(C)O (ethanol). Product: NC[C@H](CN1CCC(CC1)OC1=CC(=C(C=C1)Cl)Cl)O ((2R)-1-amino-3-[4-(3,4-dichlorophenoxy)piperidin-1-yl]propan-2-ol). RXN SMILES: [Cl:1][C:2]1[CH:3]=[C:4]([CH:27]=[CH:28][C:29]=1[Cl:30])[O:5][CH:6]1[CH2:11][CH2:10][N:9]([CH2:12][C@H:13]([OH:26])[CH2:14][N:15]2C(=O)C3C(=CC=CC=3)C2=O)[CH2:8][CH2:7]1.O.NN>C(O)C>[NH2:15][CH2:14][C@@H:13]([OH:26])[CH2:12][N:9]1[CH2:10][CH2:11][CH:6]([O:5][C:4]2[CH:27]=[CH:28][C:29]([Cl:30])=[C:2]([Cl:1])[CH:3]=2)[CH2:7][CH2:8]1 |f:1.2|. Procedure: (S)-2-[3-[4-(3,4-Dichlorophenoxy)-1-piperidinyl]-2-hydroxypropyl]-1H-isoindole-1,3(2H)-dione (4 g) in ethanol (100 ml) was treated with 20 ml of hydrazine monohydrate and the resulting mixture was refluxed for 3 h. The reaction was cooled and filtered. The filtrate was evaporated and the product was chromatographed (ethyl acetate) to give the title compound as a yellow oil which solidified on standing (2.5 g). The reactants are COC(CC(CCC1C(=CCCC1(C)C)C)=O)=O (3-oxo-5-(2,6,6-trimethyl-cyclohex-2-enyl)-pentanoic acid methyl ester). The solvent is C(CO)O (ethylene glycol). Run at temperature 180 celsius. The product is O=C(CC(=O)OCCOC(CC(CCC1C(=CCCC1(C)C)C)=O)=O)CCC1C(=CCCC1(C)C)C (3-Oxo-5-(2,6,6-trimethyl-cyclohex-2-enyl)-pentanoic acid 2-[3-oxo-5-(2,6,6-trimethyl-cyclohex-2-enyl)-pentanoyloxy]-ethyl ester). Reaction SMILES: [CH3:1][O:2][C:3](=[O:18])[CH2:4][C:5](=[O:17])[CH2:6][CH2:7][CH:8]1[C:13]([CH3:15])([CH3:14])[CH2:12][CH2:11][CH:10]=[C:9]1[CH3:16]>C(O)CO>[O:17]=[C:5]([CH2:6][CH2:7][CH:8]1[C:13]([CH3:15])([CH3:14])[CH2:12][CH2:11][CH:10]=[C:9]1[CH3:16])[CH2:4][C:3]([O:2][CH2:1][CH2:1][O:2][C:3](=[O:18])[CH2:4][C:5](=[O:17])[CH2:6][CH2:7][CH:8]1[C:13]([CH3:15])([CH3:14])[CH2:12][CH2:11][CH:10]=[C:9]1[CH3:16])=[O:18]. Procedure details: A mixture of 25.2 g 3-oxo-5-(2,6,6-trimethyl-cyclohex-2-enyl)-pentanoic acid methyl ester and 4.3 g ethylene glycol was slowly heated to 180° C. while distilling off methanol. On completion, the reaction mixture was chromatographed over silica gel to yield a colourless liquid. Reactants: Br, O=C([O-])O, Cl, Cl, COc1cccc2c1OCC(CNCCCOc1cccc(N)c1)O2, [Na+], O. Yields the product Nc1cccc(OCCCNCC2COc3c(O)cccc3O2)c1. As a reaction SMILES: [BrH:33].[C:28](=[O:29])([OH:30])[O-:31].[ClH:1].[ClH:2].[NH2:3][c:4]1[cH:5][c:6]([O:7][CH2:8][CH2:9][CH2:10][NH:11][CH2:12][CH:13]2[CH2:14][O:15][c:16]3[c:17]([cH:19][cH:20][cH:21][c:22]3[O:23][CH3:24])[O:18]2)[cH:25][cH:26][cH:27]1.[Na+:32].[OH2:34]>>[NH2:3][c:4]1[cH:5][c:6]([O:7][CH2:8][CH2:9][CH2:10][NH:11][CH2:12][CH:13]2[CH2:14][O:15][c:16]3[c:17]([cH:19][cH:20][cH:21][c:22]3[OH:23])[O:18]2)[cH:25][cH:26][cH:27]1. Reactants: CCOC(=O)c1ccc(-c2cccc(CSCCOc3ccccc3)c2)cc1, C1CCOC1, [Li+], O=C(O)c1cccc(-c2ccc(CSCCOc3ccccc3)cc2)c1, [OH-]. The product is O=C(O)c1ccc(-c2cccc(CSCCOc3ccccc3)c2)cc1. RXN SMILES: [CH2:27]([CH3:28])[O:29][C:30](=[O:31])[c:32]1[cH:33][cH:34][c:35](-[c:38]2[cH:39][c:40]([CH2:44][S:45][CH2:46][CH2:47][O:48][c:49]3[cH:50][cH:51][cH:52][cH:53][cH:54]3)[cH:41][cH:42][cH:43]2)[cH:36][cH:37]1.[CH2:57]1[O:58][CH2:59][CH2:60][CH2:61]1.[Li+:55].[O:1]([CH2:2][CH2:3][S:4][CH2:5][c:6]1[cH:7][cH:8][c:9](-[c:10]2[cH:11][cH:12][cH:13][c:14]([C:15]([OH:16])=[O:17])[cH:18]2)[cH:19][cH:20]1)[c:21]1[cH:22][cH:23][cH:24][cH:25][cH:26]1.[OH-:56]>>[O:29]=[C:30]([OH:31])[c:32]1[cH:33][cH:34][c:35](-[c:38]2[cH:39][c:40]([CH2:44][S:45][CH2:46][CH2:47][O:48][c:49]3[cH:50][cH:51][cH:52][cH:53][cH:54]3)[cH:41][cH:42][cH:43]2)[cH:36][cH:37]1.